This data is from the Open Reaction Database (ORD), a public repository of structured organic reaction records. The task is: describe an organic reaction: reactants, conditions, products, and yield Reactants: Cc1ccccc1, CC(=O)O, [Cl-], Cl, Nc1cc(Sc2ccccc2)ccc1[N+](=O)[O-], O=N[O-], N#N, [Na+], O. The product is O=[N+]([O-])c1ccc(Sc2ccccc2)cc1Cl. As a reaction SMILES: [CH3:25][c:26]1[cH:27][cH:28][cH:29][cH:30][cH:31]1.[CH3:32][C:33](=[O:34])[OH:35].[Cl-:22].[ClH:36].[N+:1](=[O:2])([O-:3])[c:4]1[c:5]([NH2:6])[cH:7][c:8]([S:11][c:12]2[cH:13][cH:14][cH:15][cH:16][cH:17]2)[cH:9][cH:10]1.[N:18]([O-:19])=[O:20].[N:23]#[N:24].[Na+:21].[OH2:37]>>[N+:1](=[O:2])([O-:3])[c:4]1[c:5]([Cl:22])[cH:7][c:8]([S:11][c:12]2[cH:13][cH:14][cH:15][cH:16][cH:17]2)[cH:9][cH:10]1. The reactants are OC1=C(C=C(C(=O)Cl)C=C1OC)[N+](=O)[O-] (4-hydroxy-5-methoxy-3-nitrobenzoyl chloride), ClC1=C(/C(/N)=N/O)C(=C(C(=N1)C)Cl)C ((Z)-2,5-dichloro-N′-hydroxy-4,6-dimethylnicotinimidamide), N1=CC=CC=C1 (Pyridine). The solvent is O1CCOCC1 (1,4-dioxane), O1CCOCC1 (1,4-dioxane). Conditions: temperature 10 celsius, time 1 hour. Yields the product ClC1=NC(=C(C(=C1C1=NOC(=N1)C=1C=C(C(=C(C1)[N+](=O)[O-])O)OC)C)Cl)C (5-[3-(2,5-dichloro-4,6-dimethyl-pyridin-3-yl)-[1,2,4]oxadiazol-5-yl]-2-hydroxy-3-methoxy-1-nitrobenzene). Reaction SMILES: [Cl:1][C:2]1[N:11]=[C:10]([CH3:12])[C:9]([Cl:13])=[C:8]([CH3:14])[C:3]=1/[C:4](=[N:6]/[OH:7])/[NH2:5].[OH:15][C:16]1[C:24]([O:25][CH3:26])=[CH:23][C:19]([C:20](Cl)=O)=[CH:18][C:17]=1[N+:27]([O-:29])=[O:28].N1C=CC=CC=1>O1CCOCC1>[Cl:1][C:2]1[C:3]([C:4]2[N:5]=[C:20]([C:19]3[CH:23]=[C:24]([O:25][CH3:26])[C:16]([OH:15])=[C:17]([N+:27]([O-:29])=[O:28])[CH:18]=3)[O:7][N:6]=2)=[C:8]([CH3:14])[C:9]([Cl:13])=[C:10]([CH3:12])[N:11]=1. Procedure: In a second vessel, (Z)-2,5-dichloro-N′-hydroxy-4,6-dimethylnicotinimidamide (201.2 g, 1.24 eq) is suspended in 1,4-dioxane (720 mL, 4.5 vol) and the suspension is cooled to 10° C. The residue of example 3e in 1,4-dioxane is added slowly maintaining the temperature below 20° C. A clear orange solution is formed. After complete addition, the reaction mixture is stirred at 20° C. for 1 hour. Pyridine (483.7 mL, 8 eq) is then charged and the reaction mixture is heated slowly to 115° C. The mixture ... Reactants: O=C(CBr)Nc1ccccn1, O=C([O-])[O-], COc1ccc2ncnc(OCC3CCC(N)CC3)c2c1, [K+], [K+], CN(C)C=O. Product: COc1ccc2ncnc(OCC3CCC(NCC(=O)Nc4ccccn4)CC3)c2c1. RXN SMILES: [Br:1][CH2:2][C:3](=[O:4])[NH:5][c:6]1[n:7][cH:8][cH:9][cH:10][cH:11]1.[C:12](=[O:13])([O-:14])[O-:15].[CH3:18][O:19][c:20]1[cH:21][c:22]2[c:23]([O:30][CH2:31][CH:32]3[CH2:33][CH2:34][CH:35]([NH2:38])[CH2:36][CH2:37]3)[n:24][cH:25][n:26][c:27]2[cH:28][cH:29]1.[K+:16].[K+:17].[O:39]=[CH:40][N:41]([CH3:42])[CH3:43]>>[CH2:2]([C:3](=[O:4])[NH:5][c:6]1[n:7][cH:8][cH:9][cH:10][cH:11]1)[NH:38][CH:35]1[CH2:34][CH2:33][CH:32]([CH2:31][O:30][c:23]2[c:22]3[cH:21][c:20]([O:19][CH3:18])[cH:29][cH:28][c:27]3[n:26][cH:25][n:24]2)[CH2:37][CH2:36]1. The reactants are CC(C)C[AlH]CC(C)C (DIBAL-H), alcohol, CO (Methanol), N1(CCC(CC1)C(=O)OC)C(=O)OCC1=CC=CC=C1 (1-benzyl 4-methyl piperidine-1,4-dicarboxylate), CC(C)C[AlH]CC(C)C (DIBAL-H), [Cl-].[Na+] (sodium chloride). Solvent: C1(=CC=CC=C1)C (toluene). Conditions: time 1 hour. The product is C(=O)C1CCN(CC1)C(=O)OCC1=CC=CC=C1 (Benzyl 4-formylpiperidine-1-carboxylate). Reaction SMILES: [N:1]1([C:11]([O:13][CH2:14][C:15]2[CH:20]=[CH:19][CH:18]=[CH:17][CH:16]=2)=[O:12])[CH2:6][CH2:5][CH:4]([C:7](OC)=[O:8])[CH2:3][CH2:2]1.CC(C[AlH]CC(C)C)C.CO.[Cl-].[Na+]>C1(C)C=CC=CC=1>[CH:7]([CH:4]1[CH2:5][CH2:6][N:1]([C:11]([O:13][CH2:14][C:15]2[CH:16]=[CH:17][CH:18]=[CH:19][CH:20]=2)=[O:12])[CH2:2][CH2:3]1)=[O:8] |f:3.4|. Procedure: A solution of 1-benzyl 4-methyl piperidine-1,4-dicarboxylate (10 g) in toluene (100 ml) under nitrogen was cooled to −78° C. DIBAL-H (60.9 ml) was then added dropwise at −78° C. and the mixture was stirred at this temperature for 1 h (TLC control). Because the reaction was incomplete, a further 0.2 eq. of DIBAL-H was added and the mixture was stirred for a further 30 min (TLC control: some educt and the corresponding alcohol were to be detected). Methanol (40 ml), followed by sat. sodium chlorid... The reactants are C(C)OCC (diethyl ether), C[Mg]I (methylmagnesium iodide), Cl (hydrochloric acid), ClC1=CC(=C(C=C1OC(C)C)N1N=CC(=C(C1=O)C#N)C(F)(F)F)F (2-(4-chloro-2-fluoro-5-isopropoxyphenyl)-4-cyano-5-trifluoromethylpyridazin-3-one), compound 1-5. Solvent: O1CCCC1 (tetrahydrofuran), O1CCCC1 (tetrahydrofuran). Reaction conditions: time 20 minute. Product: ClC1=CC(=C(C=C1OC(C)C)N1N=CC(=C(C1=O)C)C(F)(F)F)F (2-(4-chloro-2-fluoro-5-isopropoxyphenyl)-4-methyl-5-trifluoromethylpyridazin-3-one). The yield is 46.5%. Reaction SMILES: [Cl:1][C:2]1[C:7]([O:8][CH:9]([CH3:11])[CH3:10])=[CH:6][C:5]([N:12]2[C:17](=[O:18])[C:16]([C:19]#N)=[C:15]([C:21]([F:24])([F:23])[F:22])[CH:14]=[N:13]2)=[C:4]([F:25])[CH:3]=1.C(OCC)C.C[Mg]I.Cl>O1CCCC1>[Cl:1][C:2]1[C:7]([O:8][CH:9]([CH3:10])[CH3:11])=[CH:6][C:5]([N:12]2[C:17](=[O:18])[C:16]([CH3:19])=[C:15]([C:21]([F:23])([F:22])[F:24])[CH:14]=[N:13]2)=[C:4]([F:25])[CH:3]=1. Reported procedure: After 1.035 g of 2-(4-chloro-2-fluoro-5-isopropoxyphenyl)-4-cyano-5-trifluoromethylpyridazin-3-one (The present compound 1-5) was dissolved in 6.0 mL of tetrahydrofuran, 3.1 mL of a diethyl ether solution of methylmagnesium iodide (0.98M diethyl ether solution) was added to the tetrahydrofuran solution at 0° C. and stirred for 20 min under a nitrogen stream. Afterwards, the reaction solution was poured into 3N-hydrochloric acid and extracted with ethyl acetate. After the organic solvent was wash... Starting materials: OCN1S(=O)(=O)C2=CC=CC(=C2C1=O)C (2-hydroxymethyl-4-methylsaccharin), ClC1=C2C(NS(=O)(=O)C2=CC=C1)=O (4-chlorosaccharin), C=O (formalin). Product: OCN1S(=O)(=O)C2=CC=CC(=C2C1=O)Cl (2-Hydroxymethyl-4-chlorosaccharin). As a reaction SMILES: [OH:1][CH2:2][N:3]1[C:13](=[O:14])[C:12]2[C:7](=[CH:8][CH:9]=[CH:10][C:11]=2C)[S:4]1(=[O:6])=[O:5].[Cl:16]C1C=CC=C2C=1C(=O)NS2(=O)=O.C=O>>[OH:1][CH2:2][N:3]1[C:13](=[O:14])[C:12]2[C:7](=[CH:8][CH:9]=[CH:10][C:11]=2[Cl:16])[S:4]1(=[O:6])=[O:5]. Procedure: 2-Hydroxymethyl-4-chlorosaccharin was prepared in the same manner as 2-hydroxymethyl-4-methylsaccharin, in Example 1, from 4-chlorosaccharin (1.00 g; 4.60 mmol) and formalin (37%; 3.22 ml; excess). All attempts to crystallize the viscous oily product resulted in decomposition to the starting material, and the product was thus used in the next step without characterization. Starting materials: C(C)(C)(C)OC(=O)N[C@@H](CCSC(F)F)C(=O)O (N-tert-butoxycarbonyl-S-difluoromethylhomocysteine), [N+](=[N-])=C (diazomethane). The solvent is C(C)OCC (diethyl ether), CCOCC (ether). Product: C(C)(C)(C)OC(=O)N[C@@H](CCSC(F)F)C(=O)OC (N-tert-Butoxycarbonyl-S-difluoromethylhomocysteine, Methyl Ester). As a reaction SMILES: [C:1]([O:5][C:6]([NH:8][C@H:9]([C:16]([OH:18])=[O:17])[CH2:10][CH2:11][S:12][CH:13]([F:15])[F:14])=[O:7])([CH3:4])([CH3:3])[CH3:2].[N+](=[CH2:21])=[N-]>C(OCC)C>[C:1]([O:5][C:6]([NH:8][C@H:9]([C:16]([O:18][CH3:21])=[O:17])[CH2:10][CH2:11][S:12][CH:13]([F:14])[F:15])=[O:7])([CH3:4])([CH3:2])[CH3:3]. Reported procedure: To a solution of N-tert-butoxycarbonyl-S-difluoromethylhomocysteine in diethyl ether (1 mL) was added a solution of diazomethane in ether until a faint yellow color persisted. The excess reagent was quenched by addition of glacial acetic acid, and the reaction was concentrated. The residue was purified by silica gel chromatography eluting with 20% EtOAc/hexane to afford a colorless oil (400 mg). Reactants: C1(=CC=CC=C1)C (toluene), FC(S(=O)(=O)O)(F)F (trifluoromethanesulfonic acid), FC(F)(F)C1=C(C(=O)Cl)C=CC=C1 (trifluoromethylbenzoyl chloride). The solvent is CCCCCC (hexane). Run at temperature 110 celsius, time 5 hour. Yields the product FC(C1=CC=C(C(=O)C2=C(C=CC=C2)C)C=C1)(F)F (4-trifluoromethyl-2'-methylbenzophenone). The yield is 28.0%. As a reaction SMILES: [C:1]1(C)[CH:6]=[CH:5][CH:4]=[CH:3][CH:2]=1.[F:8][C:9]([F:15])([F:14])S(O)(=O)=O.F[C:17]([C:20]1[CH:28]=[CH:27][CH:26]=[CH:25][C:21]=1[C:22](Cl)=[O:23])(F)F>CCCCCC>[F:8][C:9]([F:15])([F:14])[C:1]1[CH:6]=[CH:5][C:4]([C:22]([C:21]2[CH:25]=[CH:26][CH:27]=[CH:28][C:20]=2[CH3:17])=[O:23])=[CH:3][CH:2]=1. Procedure details: In a glass reactor, a mixture of 600 ml of toluene and 22.5 g of trifluoromethanesulfonic acid were kept heated at 110° C., and, while stirring the mixture, 312.8 g of trifluoromethylbenzoyl chloride was dropped into the reactor so as to spend 5 hr in dropping the entire quantity. After that the heating and stirring were continued for 5 hr, and then 1.2 liter of hexane was added to cause precipitation of 4-trifluoromethyl-4'-methylbenzophenone in the form of platy crystals. The cystalline precip...